This data is from the Open Reaction Database (ORD), a public repository of structured organic reaction records. The task is: describe an organic reaction: reactants, conditions, products, and yield Reactants: ClCC1(COC1)COC1=CC=CC=C1 (3-chloromethyl-3-phenoxymethyloxetane), [N-]=[N+]=[N-].[Na+] (sodium azide). The reagents and catalysts are [Br-].C(CCC)[N+](CCCC)(CCCC)CCCC (tetra-n-butylammonium bromide), C([O-])(O)=O.[Na+] (sodium bicarbonate). The solvent is O (water). Yields the product N(=[N+]=[N-])CC1(COC1)COC1=CC=CC=C1 (3-azidomethyl-3-phenoxymethyloxetane). Yield: 185.6%. As a reaction SMILES: Cl[CH2:2][C:3]1([CH2:7][O:8][C:9]2[CH:14]=[CH:13][CH:12]=[CH:11][CH:10]=2)[CH2:6][O:5][CH2:4]1.[N-:15]=[N+:16]=[N-:17].[Na+]>[Br-].C([N+](CCCC)(CCCC)CCCC)CCC.C(=O)(O)[O-].[Na+].O>[N:15]([CH2:2][C:3]1([CH2:7][O:8][C:9]2[CH:14]=[CH:13][CH:12]=[CH:11][CH:10]=2)[CH2:6][O:5][CH2:4]1)=[N+:16]=[N-:17] |f:1.2,3.4,5.6|. Procedure details: A mixture of 3-chloromethyl-3-phenoxymethyloxetane (20.0 g, 44 mmol), sodium azide (7.35 g, 113 mmol), sodium bicarbonate (0.53 g, 6.3 mmol), tetra-n-butylammonium bromide (0.653 g, 2.0 mmol) and water (41 mL) was heated at about 109° C. to about 113° C. for 16 h. The mixture was cooled and separated. The organic layer was washed with brine solution, diluted with methylene chloride and filtered through a pad of alumina. The solvent was evaporated to give 17.9 g (87%) of 3-azidomethyl-3-phenoxyme... Procedure: Ethyl-3-(5-(1,2,4-triazol-1-yl)-1H-pyrrolo[2,3-c]pyridin-3-yl)prop-2-enoate (0.5 g, 1.8 mmol) was hydrogenated over palladium on carbon (10%, 0.2 g) in methanol (75 mL) at 45 psi of hydrogen for 90 min. The catalyst was removed by filtration and the solvent evaporated in vacuo to give the title compound (0.455 g, 90%) as a colourless solid. mp 129°-131° C. 1H NMR (360 MHz, CDCl3) δ 1.24 (3H, t, J=7.1Hz), 2.72 (2H, t, J=7.4Hz), 3.13 (2H, t, J=7.4Hz), 4.14 (2H, q, J=7.1Hz), 7.31 (1H, d, J=2.3Hz), ... Product: N1(N=CN=C1)C=1C=C2C(=CN1)NC=C2CCC(=O)OCC (Ethyl 3-(5-(1,2,4-triazol-1-yl)-1H-pyrrolo[2,3-c]pyridin-3-yl)propionate). As a reaction SMILES: [CH2:1]([O:3][C:4](=[O:21])[CH:5]=[CH:6][C:7]1[C:15]2[C:10](=[CH:11][N:12]=[C:13]([N:16]3[CH:20]=[N:19][CH:18]=[N:17]3)[CH:14]=2)[NH:9][CH:8]=1)[CH3:2].[H][H]>[Pd].CO>[N:16]1([C:13]2[CH:14]=[C:15]3[C:7]([CH2:6][CH2:5][C:4]([O:3][CH2:1][CH3:2])=[O:21])=[CH:8][NH:9][C:10]3=[CH:11][N:12]=2)[CH:20]=[N:19][CH:18]=[N:17]1. Run in CO (methanol). Reagents/catalysts: [Pd] (palladium on carbon). The reactants are C(C)OC(C=CC1=CNC2=CN=C(C=C21)N2N=CN=C2)=O (Ethyl-3-(5-(1,2,4-triazol-1-yl)-1H-pyrrolo[2,3-c]pyridin-3-yl)prop-2-enoate), [H][H] (hydrogen). Isolated yield 88.6%. Yields the product C(C)C=1C=C(C=CC1)NC(=O)NC=1C=C(C=CC1)C=1N(C2=CC=CC=C2C1)C(=O)N (2-[3-({[(3-ethylphenyl)amino]carbonyl}amino)phenyl]-1H-indole-1-carboxamide). Run in C(C)(=O)OCC (ethyl acetate), C1CCOC1 (THF). Procedure: To the solution of 2-(3-aminophenyl)-1H-indole-1-carboxamide (50.2 mg, 0.2 mmol, 1 eq) in anhydrous THF (2 mL) was added 3-ethylphenyl isocyanate (29 μL, 1 eq) and the reaction solution was stirred at room temperature for one hour. It was then diluted with ethyl acetate, washed with aqueous ammonium chloride, saturated aqueous sodium bicarbonate, brine, and lastly dried with anhydrous sodium sulfate. The upper solution was decanted, concentrated and the oily residue was subject to a gradient col... Run at time 1 hour. Reaction SMILES: [NH2:1][C:2]1[CH:3]=[C:4]([C:8]2[N:9]([C:17]([NH2:19])=[O:18])[C:10]3[C:15]([CH:16]=2)=[CH:14][CH:13]=[CH:12][CH:11]=3)[CH:5]=[CH:6][CH:7]=1.[CH2:20]([C:22]1[CH:23]=[C:24]([N:28]=[C:29]=[O:30])[CH:25]=[CH:26][CH:27]=1)[CH3:21]>C1COCC1.C(OCC)(=O)C>[CH2:20]([C:22]1[CH:23]=[C:24]([NH:28][C:29]([NH:1][C:2]2[CH:3]=[C:4]([C:8]3[N:9]([C:17]([NH2:19])=[O:18])[C:10]4[C:15]([CH:16]=3)=[CH:14][CH:13]=[CH:12][CH:11]=4)[CH:5]=[CH:6][CH:7]=2)=[O:30])[CH:25]=[CH:26][CH:27]=1)[CH3:21]. Reactants: NC=1C=C(C=CC1)C=1N(C2=CC=CC=C2C1)C(=O)N (2-(3-aminophenyl)-1H-indole-1-carboxamide), C(C)C=1C=C(C=CC1)N=C=O (3-ethylphenyl isocyanate). Reactants: NC1=C(C=CC(=C1)F)O (2-amino-4-fluorophenol), CC1(CCN(CC1)C(=O)OC(C)(C)C)C(=O)[O-] (mono-tert-butyl 4-methylpiperidine-1,4-dicarboxylate). Yields the product FC=1C=CC2=C(N=C(O2)C2(CCNCC2)C)C1 (5-fluoro-2-(4-methylpiperidin-4-yl)-benzoxazole). Reaction SMILES: [NH2:1][C:2]1[CH:7]=[C:6]([F:8])[CH:5]=[CH:4][C:3]=1[OH:9].[CH3:10][C:11]1([C:24]([O-])=O)[CH2:16][CH2:15][N:14](C(OC(C)(C)C)=O)[CH2:13][CH2:12]1>>[F:8][C:6]1[CH:5]=[CH:4][C:3]2[O:9][C:10]([C:11]3([CH3:24])[CH2:16][CH2:15][NH:14][CH2:13][CH2:12]3)=[N:1][C:2]=2[CH:7]=1. Procedure details: Starting from 2-amino-4-fluorophenol and mono-tert-butyl 4-methylpiperidine-1,4-dicarboxylate (V-9) may be prepared and purified analogously to (V-8) (see 45.1).